Task: describe an organic reaction: reactants, conditions, products, and yield. Dataset: the Open Reaction Database (ORD), a public repository of structured organic reaction records Starting materials: C(C)OC1=C(C2=CC=CC=C2C=C1)C(=O)O (2-ethoxynaphthoic acid), N′,N′,N′,N′tetramethyl-O-(7-azabenzotriazole-1-yl)-uronium hexafluorophosphate, CCN(C(C)C)C(C)C (DIEA), Cl.C1NCCC=2N(C=3C=CC=CC3C21)CC(=O)OCC (Ethyl (1,2,3,4-tetrahydro-pyrido[4,3-b]indol-5-yl)-acetate hydrochloride). The solvent is C1CCOC1.CN(C)C=O (THF DMF). Conditions: time 8 hour. Yields the product C(C)OC1=C(C2=CC=CC=C2C=C1)C(=O)N1CC2=C(N(C=3C=CC=CC23)CC(=O)OCC)CC1 (ethyl [2-(2-ethoxy-naphthalene-1-carbonyl)-1,2,3,4-tetrahydro-pyrido[4,3-b]indol-5-yl]-acetate). Isolated yield 94.2%. As a reaction SMILES: [CH2:1]([O:3][C:4]1[CH:13]=[CH:12][C:11]2[C:6](=[CH:7][CH:8]=[CH:9][CH:10]=2)[C:5]=1[C:14]([OH:16])=O)[CH3:2].CCN(C(C)C)C(C)C.Cl.[CH2:27]1[C:39]2[C:38]3[CH:37]=[CH:36][CH:35]=[CH:34][C:33]=3[N:32]([CH2:40][C:41]([O:43][CH2:44][CH3:45])=[O:42])[C:31]=2[CH2:30][CH2:29][NH:28]1>C1COCC1.CN(C=O)C>[CH2:1]([O:3][C:4]1[CH:13]=[CH:12][C:11]2[C:6](=[CH:7][CH:8]=[CH:9][CH:10]=2)[C:5]=1[C:14]([N:28]1[CH2:29][CH2:30][C:31]2[N:32]([CH2:40][C:41]([O:43][CH2:44][CH3:45])=[O:42])[C:33]3[CH:34]=[CH:35][CH:36]=[CH:37][C:38]=3[C:39]=2[CH2:27]1)=[O:16])[CH3:2] |f:2.3,4.5|. Procedure: Step a): To a solution of 2-ethoxynaphthoic acid (22 mg, 0.1 mmol), N′,N′,N′,N′tetramethyl-O-(7-azabenzotriazole-1-yl)-uronium-hexafluorophosphate (38 mg, 0.1 mmol) and DIEA (51 μl, 0.3 mmol) in THF/DMF (4:1, 1 ml) is added Intermediate 1 (29 mg, 0.1 mmol) in one portion and the reaction mixture is stirred at rt overnight. Then, the solvent is evaporated and the residue purified by silica gel column chromatography (6% MeOH in CH2Cl2/aqueous NH4OH 9:1) affording ethyl [2-(2-ethoxy-naphthalene-1-c... Reactants: S1C(=CC=C1)C(=O)C1=C2CCC(C2=CC=C1)C#N (4-(2-thienylcarbonyl)-1-indancarbonitrile), S(O)(O)(=O)=O (sulfuric acid), C(C)(=O)O (acetic acid). Run in O (water). The product is S1C(=CC=C1)C(=O)C1=C2CCC(C2=CC=C1)C(=O)O (4-(2-thienylcarbonyl)-1-indancarboxylic acid). As a reaction SMILES: [S:1]1[CH:5]=[CH:4][CH:3]=[C:2]1[C:6]([C:8]1[CH:16]=[CH:15][CH:14]=[C:13]2[C:9]=1[CH2:10][CH2:11]C2C#N)=[O:7].S(=O)(=O)(O)O.[C:24]([OH:27])(=[O:26])[CH3:25]>O>[S:1]1[CH:5]=[CH:4][CH:3]=[C:2]1[C:6]([C:8]1[CH:16]=[CH:15][CH:14]=[C:13]2[C:9]=1[CH2:10][CH2:11][CH:25]2[C:24]([OH:27])=[O:26])=[O:7]. Procedure details: To 2.5 g of 4-(2-thienylcarbonyl)-1-indancarbonitrile is added 20 ml of 60% sulfuric acid together with 10 ml of acetic acid. The mixture is refluxed in argon gas for 2.5 hours. After cooling, water is added to the reaction mixture which is then extracted with benzene. The benzene layer is washed with water and extracted with a 5% aqueous solution of potassium carbonate. The extract is made acidic with hydrochloric acid and the precipitate is extracted with benzene. The benzene layer is washed w... Starting materials: BrCC(=O)NC=1SC(=C(N1)C=1OC=CC1)C(=O)C1CCOCC1 (2-Bromo-N-[4-(2-furyl)-5-(tetrahydropyran-4-ylcarbonyl)thiazol-2-yl]acetamide), O1C(CCCC1)O[C@H]1C[C@@H]2N(CCNC2)C1 ((7S,8aS)-7-(tetrahydropyran-2-yl)oxyoctahydropyrrolo[1,2-a]pyrazine). Run in C1CCOC1 (THF). Conditions: time 2.5 hour. The product is O1C(=CC=C1)C=1N=C(SC1C(=O)C1CCOCC1)NC(CN1C[C@H]2N(CC1)C[C@H](C2)O)=O (N-[4-(2-Furyl)-5-(tetrahydropyran-4-ylcarbonyl)thiazol-2-yl]-2-[(7S,8aS)-7-hydroxyoctahydropyrrolo[1,2-a]pyrazin-2-yl]acetamide). Isolated yield 33.7%. Reaction SMILES: Br[CH2:2][C:3]([NH:5][C:6]1[S:7][C:8]([C:16]([CH:18]2[CH2:23][CH2:22][O:21][CH2:20][CH2:19]2)=[O:17])=[C:9]([C:11]2[O:12][CH:13]=[CH:14][CH:15]=2)[N:10]=1)=[O:4].O1CCCCC1[O:30][C@@H:31]1[CH2:39][N:34]2[CH2:35][CH2:36][NH:37][CH2:38][C@@H:33]2[CH2:32]1>C1COCC1>[O:12]1[CH:13]=[CH:14][CH:15]=[C:11]1[C:9]1[N:10]=[C:6]([NH:5][C:3](=[O:4])[CH2:2][N:37]2[CH2:36][CH2:35][N:34]3[CH2:39][C@@H:31]([OH:30])[CH2:32][C@H:33]3[CH2:38]2)[S:7][C:8]=1[C:16]([CH:18]1[CH2:23][CH2:22][O:21][CH2:20][CH2:19]1)=[O:17]. Reported procedure: Compound 531 (120 mg, 0.300 mmol) was dissolved in THF (2 mL), and (7S,8aS)-7-(tetrahydropyran-2-yl)oxyoctahydropyrrolo[1,2-a]pyrazine (204 mg, 0.900 mmol) was added thereto, followed by stirring at room temperature for 2.5 hours. The reaction mixture was concentrated under reduced pressure, and the resulting residue was dissolved in ethanol (3 mL), and 2 mol/L hydrochloric acid (3 mL) was added thereto, followed by stirring overnight at room temperature. The reaction mixture was concentrated un... The reactants are NC=1N=C(C2=CC=CC=C2C1)CCCCC(=O)N(C)[C@@H](CC(=O)O)C=1C=NC(=CC1)OC (3(S)-{[5-(3-aminoisoquinolin-1-yl)pentanoyl]-(N-methyl)amino}-3-(6-methoxypyridin-3-yl)-propanoic acid). Reagents/catalysts: O=[Pt]=O (PtO2). The solvent is CCO (EtOH), C(C)(=O)O (acetic acid). Run at time 16 hour. Product: NC=1N=C(C=2CCCCC2C1)CCCCC(=O)N(C)[C@@H](CC(=O)O)C=1C=NC(=CC1)OC (3(S)-{[5-(3-amino-5,6,7,8-tetrahydroisoquinolin-1-yl)pentanoyl]-(N-methyl)amino}-3-(6-methoxypyridin-3-yl)-propanoic acid). As a reaction SMILES: [NH2:1][C:2]1[N:3]=[C:4]([CH2:12][CH2:13][CH2:14][CH2:15][C:16]([N:18]([C@H:20]([C:25]2[CH:26]=[N:27][C:28]([O:31][CH3:32])=[CH:29][CH:30]=2)[CH2:21][C:22]([OH:24])=[O:23])[CH3:19])=[O:17])[C:5]2[C:10]([CH:11]=1)=[CH:9][CH:8]=[CH:7][CH:6]=2>CCO.C(O)(=O)C.O=[Pt]=O>[NH2:1][C:2]1[N:3]=[C:4]([CH2:12][CH2:13][CH2:14][CH2:15][C:16]([N:18]([C@H:20]([C:25]2[CH:26]=[N:27][C:28]([O:31][CH3:32])=[CH:29][CH:30]=2)[CH2:21][C:22]([OH:24])=[O:23])[CH3:19])=[O:17])[C:5]2[CH2:6][CH2:7][CH2:8][CH2:9][C:10]=2[CH:11]=1. Procedure: A solution of the acid 3-5 (150 mg, 0.34 mmol) in EtOH (30 mL) and acetic acid (4 mL) was degassed with argon. PtO2 (25 mg) was added and the mixture placed under an atmosphere of hydrogen gas (balloon) for 16 hours. The mixture was filtered through celite, the solvent removed and the residue purified by reverse phase HPLC (preppak C-18 column; water/acetonitrile/0.1% TFA gradient). After lyophilization, the title compound 3-6 was obtained as a light yellow powder. Reactants: CO, O=Cc1ccc(C(=O)O)cc1, Nc1ccccc1F. Yields the product O=C(O)c1ccc(CNc2ccccc2F)cc1. Reaction SMILES: [CH3:20][OH:21].[CH:1](=[O:2])[c:3]1[cH:4][cH:5][c:6]([C:7](=[O:8])[OH:9])[cH:10][cH:11]1.[NH2:12][c:13]1[cH:14][cH:15][cH:16][cH:17][c:18]1[F:19]>>[CH2:1]([c:3]1[cH:4][cH:5][c:6]([C:7](=[O:8])[OH:9])[cH:10][cH:11]1)[NH:12][c:13]1[cH:14][cH:15][cH:16][cH:17][c:18]1[F:19]. The reactants are C1(=CC=C(C=C1)S(=O)(=O)Cl)C (p-toluenesulphonyl chloride), ClC1=C(C=CC=C1Cl)C(C)(O)C=1OC=CC1 ((±) 1-(2,3-Dichlorophenyl)-1-(2-furyl)ethanol), ice water. The solvent is N1=CC=CC=C1 (pyridine). Product: ClC1=C(C=CC=C1Cl)C(=C)C=1OC=CC1 (1-(2,3-dichlorophenyl)-1-(2-furyl)ethylene). RXN SMILES: [Cl:1][C:2]1[C:7]([Cl:8])=[CH:6][CH:5]=[CH:4][C:3]=1[C:9]([C:12]1[O:13][CH:14]=[CH:15][CH:16]=1)(O)[CH3:10].C1(C)C=CC(S(Cl)(=O)=O)=CC=1>N1C=CC=CC=1>[Cl:1][C:2]1[C:7]([Cl:8])=[CH:6][CH:5]=[CH:4][C:3]=1[C:9]([C:12]1[O:13][CH:14]=[CH:15][CH:16]=1)=[CH2:10]. Procedure: (±) 1-(2,3-Dichlorophenyl)-1-(2-furyl)ethanol (92 g.) was heated on a steam bath in pyridine (250 ml.) containing p-toluenesulphonyl chloride (69 g.) for 1 hour. The solution was poured into ice water (1 liter) and extracted with diethyl ether (5 × 500 ml.). The combined ethereal extracts were washed with water (2 × 500 ml.), dried over sodium sulphate, filtered and evaporated to give a dark oil, which was distilled to give 1-(2,3-dichlorophenyl)-1-(2-furyl)ethylene as a pale yellow liquid (46 g... The reactants are CN(C=O)C (N,N-dimethylformamide), ClC1=C(C(=CC=C1)F)C1=NN(C(=N1)C1=CC(=C(C=C1)O)Cl)C (3-(2-chloro-6-fluorophenyl)-5-(3-chloro-4-hydroxyphenyl)-1-methyl-1H-1,2,4-triazole), ClC1=NC=C(C=C1)C(F)(F)F (2-chloro-5-trifluoromethyl pyridine), C([O-])([O-])=O.[K+].[K+] (potassium carbonate). The solvent is O (water). Run at temperature 120 celsius. Yields the product ClC1=C(C(=CC=C1)F)C1=NN(C(=N1)C1=CC(=C(C=C1)OC1=NC=C(C=C1)C(F)(F)F)Cl)C (3-(2-chloro-6-fluorophenyl)-5-[3-chloro-4-(5-trifluoromethylpyridine-2-yloxy)phenyl]-1-methyl-1H-1,2,4-triazole). Yield: 76.0%. Reaction SMILES: CN(C)C=O.[Cl:6][C:7]1[CH:12]=[CH:11][CH:10]=[C:9]([F:13])[C:8]=1[C:14]1[N:18]=[C:17]([C:19]2[CH:24]=[CH:23][C:22]([OH:25])=[C:21]([Cl:26])[CH:20]=2)[N:16]([CH3:27])[N:15]=1.Cl[C:29]1[CH:34]=[CH:33][C:32]([C:35]([F:38])([F:37])[F:36])=[CH:31][N:30]=1.C(=O)([O-])[O-].[K+].[K+]>O>[Cl:6][C:7]1[CH:12]=[CH:11][CH:10]=[C:9]([F:13])[C:8]=1[C:14]1[N:18]=[C:17]([C:19]2[CH:24]=[CH:23][C:22]([O:25][C:29]3[CH:34]=[CH:33][C:32]([C:35]([F:38])([F:37])[F:36])=[CH:31][N:30]=3)=[C:21]([Cl:26])[CH:20]=2)[N:16]([CH3:27])[N:15]=1 |f:3.4.5|. Procedure: To N,N-dimethylformamide (50 ml) are added 3-(2-chloro-6-fluorophenyl)-5-(3-chloro-4-hydroxyphenyl)-1-methyl-1H-1,2,4-triazole (3.04 g), 2-chloro-5-trifluoromethyl pyridine (1.70 g) and potassium carbonate (1.40 g), which is heated at 120° C. for 2 hours with stirring. After cooling to room temperature, the reaction solution is poured into water and extracted with ethyl acetate, and the layer is washed with water and dried over anhydrous magnesium sulfate. After the concentration under reduced p...